This data is from the Open Reaction Database (ORD), a public repository of structured organic reaction records. The task is: describe an organic reaction: reactants, conditions, products, and yield Reactants: N1=C(C=NC=C1)C1=CN2CCC1CC2 (3-(2-pyrazinyl)-1-azabicyclo [2.2.2]-oct-2-ene). Run in C(C)O (ethanol). Product: N1=C(C=NC=C1)C1CN2CCC1CC2 (3-(2-pyrazinyl)-1-azabicyclo [2.2.2]octane). The yield is 72.7%. Reaction SMILES: [N:1]1[CH:6]=[CH:5][N:4]=[CH:3][C:2]=1[C:7]1[CH:12]2[CH2:13][CH2:14][N:9]([CH2:10][CH2:11]2)[CH:8]=1>C(O)C>[N:1]1[CH:6]=[CH:5][N:4]=[CH:3][C:2]=1[CH:7]1[CH:12]2[CH2:13][CH2:14][N:9]([CH2:10][CH2:11]2)[CH2:8]1. Procedure: A solution of 3-(2-pyrazinyl)-1-azabicyclo [2.2.2]-oct-2-ene (75 mg, 0.4 mmol), in ethanol (20 ml), was hydrogenated over 10% pd/C (75 mg) in a Parr apparatus. After 1.5 h the catalyst was removed by filtration through hyflo and the solvent removed under reduced pressure. Chromatography of the residue through alumina eluting with dichloromethane/methanol (95:5) gave 3-(2-pyrazinyl)-1-azabicyclo [2.2.2]octane (55 mg) as a pale yellow oil. The hydrochloride salt was prepared, m.p. 203°-205° C. (is... Product: C(C)OC(C(=C)CSC)=O (ethyl-2-methylthiomethylacrylate). Reported procedure: A solution of methylmercaptan (4.8 g.) and sodium (2.3 g.) in absolute ethanol (75 ml.) is added dropwise to a solution of ethyl-2-bromomethylacrylate (19.3 g.) in ethanol (25 ml.). After two hours, it is diluted with water (400 ml.) and extracted with methylene chloride. The organic layer is dried and concentrated to dryness in vacuo to yield ethyl-2-methylthiomethylacrylate. The reactants are CS (methylmercaptan), [Na] (sodium), C(C)OC(C(=C)CBr)=O (ethyl-2-bromomethylacrylate). Solvent: C(C)O (ethanol), C(C)O (ethanol), O (water). As a reaction SMILES: [CH3:1][SH:2].[Na].[CH2:4]([O:6][C:7](=[O:12])[C:8]([CH2:10]Br)=[CH2:9])[CH3:5]>C(O)C.O>[CH2:4]([O:6][C:7](=[O:12])[C:8]([CH2:10][S:2][CH3:1])=[CH2:9])[CH3:5] |^1:2|. Run at time 2 hour. Reactants: C(CCC)OC(=O)N1CCN(CC1)C(=O)OCC1=CC=CC=C1 (N-butoxycarbonyl-N'-benzyloxycarbonylpiperazine). The solvent is C(=O)(C(F)(F)F)O (TFA). Yields the product C(C1=CC=CC=C1)OC(=O)N1CCNCC1 (N-Benzyloxycarbonylpiperazine). As a reaction SMILES: C(OC([N:8]1[CH2:13][CH2:12][N:11]([C:14]([O:16][CH2:17][C:18]2[CH:23]=[CH:22][CH:21]=[CH:20][CH:19]=2)=[O:15])[CH2:10][CH2:9]1)=O)CCC>C(O)(C(F)(F)F)=O>[CH2:17]([O:16][C:14]([N:11]1[CH2:12][CH2:13][NH:8][CH2:9][CH2:10]1)=[O:15])[C:18]1[CH:23]=[CH:22][CH:21]=[CH:20][CH:19]=1. Procedure: 960 mg (3 mmol) of N-butoxycarbonyl-N'-benzyloxycarbonylpiperazine was dissolved in 8 ml of TFA and aged for 1 hour. The TFA was evaporated in a stream of N2 and then to the residue was added water and NaOH to pH12. The basic mixture was extracted with 3×15 ml of ethyl acetate, backwashed with saturated aqueous NaCl, dried with Na2SO4 and concentrated to 566 mg of an oil whose mass spectrum had a parent peak at m/e=220. NMR (3CDCl, δ from TMS) δ2.8 (m, 4), δ3.5 (t, 4), δ5.12 (s, 2), δ7.38 (m, 5)... The reactants are [C@H]1(C[C@@H](C=C1)O)O (cis-4-cyclopentene-1,3-diol), C(C)(C)(C)OC(CBr)=O (bromoacetic acid tert-butyl ester), [H-].[Na+] (sodium hydride). Solvent: CN(C)C=O (DMF), C1CCOC1 (THF). Conditions: time 1 hour. Product: C(C)(C)(C)OC(COC1C=CC(C1)O)=O ([(4-Hydroxycyclopent-2-en-1-yl]oxy}acetic acid tert-butyl ester). RXN SMILES: [C@H:1]1([OH:7])[CH:5]=[CH:4][C@@H:3]([OH:6])[CH2:2]1.[H-].[Na+].[C:10]([O:14][C:15](=[O:18])[CH2:16]Br)([CH3:13])([CH3:12])[CH3:11]>CN(C=O)C.C1COCC1>[C:10]([O:14][C:15](=[O:18])[CH2:16][O:6][CH:3]1[CH2:2][CH:1]([OH:7])[CH:5]=[CH:4]1)([CH3:13])([CH3:12])[CH3:11] |f:1.2|. Procedure details: Dissolve 2.0 g (20 mmol) of cis-4-cyclopentene-1,3-diol in 1.5 ml of DMF and 15 ml of THF and, at 0° C., add 799 mg (60% strength, approx. 20 mmol) of sodium hydride in portions. After the end of the addition, warm the mixture to RT and stir at RT for a further 1 h, before adding 2.7 ml (18.2 mmol) of bromoacetic acid tert-butyl ester. Then stir the mixture at RT overnight. Then add water, extract with dichloromethane, wash the organic phase with satd. sodium chloride solution, concentrate under...